Task: describe an organic reaction: reactants, conditions, products, and yield. Dataset: the Open Reaction Database (ORD), a public repository of structured organic reaction records Reactants: ClC=1C=C(C(=O)OC)C=CC1 (methyl 3-chlorobenzoate), CCOCC (ether), CP(C)CCP(C)C (dmpe), crude material. Yields the product ClC=1C=C(C(=O)OC)C=C(C1)O (Methyl 3-Chloro-5-hydroxybenzoate). Isolated yield 72.0%. Reaction SMILES: [Cl:1][C:2]1[CH:3]=[C:4]([CH:9]=[CH:10][CH:11]=1)[C:5]([O:7][CH3:8])=[O:6].CP(CCP(C)C)C.CC[O:22]CC>>[Cl:1][C:2]1[CH:3]=[C:4]([CH:9]=[C:10]([OH:22])[CH:11]=1)[C:5]([O:7][CH3:8])=[O:6]. Reported procedure: The general process was applied to methyl 3-chlorobenzoate (171 mg, 1.0 mmol). The borylation step was carried out neat with HBPin (200 mg, 1.55 mmol) and dmpe (3.0 mg, 0.02 mmol, 2 mol %) at 150° C. for 3 hours. The oxidation step was then performed as described above, after which the crude material was dissolved in ether and passed through a plug of silica gel (pentane/ether 2:1). Evaporation of solvent gave 134 mg phenol 5 (72%) with trace water. Sublimation at 85° C. under 0.06 mm Hg afforde... Starting materials: C(C)N(CC)S(F)(F)F (Diethylaminosulfur trifluoride), OC(CC1CN(CC1)CCC1=C(C=CC=C1)N1C(CCCC1)=O)(C)C (1-(2-{2-[3-(2-hydroxy-2-methyl propyl)pyrrolidin-1-yl]ethyl}phenyl)piperidin-2-one), O (water). The solvent is ClCCl (dichloromethane). Reaction conditions: time 8 hour. Yields the product FC(CC1CN(CC1)CCC1=C(C=CC=C1)N1C(CCCC1)=O)(C)C (1-(2-{2-[3-(2-fluoro-2-methylpropyl)pyrrolidin-1-yl]ethyl}phenyl) piperidin-2-one). Isolated yield 65.0%. As a reaction SMILES: C(N(S(F)(F)[F:7])CC)C.O[C:11]([CH3:34])([CH3:33])[CH2:12][CH:13]1[CH2:17][CH2:16][N:15]([CH2:18][CH2:19][C:20]2[CH:25]=[CH:24][CH:23]=[CH:22][C:21]=2[N:26]2[CH2:31][CH2:30][CH2:29][CH2:28][C:27]2=[O:32])[CH2:14]1.O>ClCCl>[F:7][C:11]([CH3:34])([CH3:33])[CH2:12][CH:13]1[CH2:17][CH2:16][N:15]([CH2:18][CH2:19][C:20]2[CH:25]=[CH:24][CH:23]=[CH:22][C:21]=2[N:26]2[CH2:31][CH2:30][CH2:29][CH2:28][C:27]2=[O:32])[CH2:14]1. Reported procedure: Diethylaminosulfur trifluoride (31 μl, 0.235 mmol, 1.5 eq) is added to 1-(2-{2-[3-(2-hydroxy-2-methyl propyl)pyrrolidin-1-yl]ethyl}phenyl)piperidin-2-one a13-2 (54 mg, 0.157 mmol, 1 eq) in dichloromethane (5 ml) dropwise and the reaction mixture stirred at room temperature overnight. The reaction mixture is poured into water and stirring is pursued for 1 hour. After phase separation, the aqueous phase is further extracted with dichloromethane (3 times). The combined organic phases are washed wit... Reactants: N1C(=O)C(=O)C2=CC=CC=C12 (isatin), Cl.C(C)(C)N(CCCl)C(C)C (2-diisopropylaminoethyl chloride hydrochloride), [H-].[Na+] (sodium hydride). Solvent: C1(=CC=CC=C1)C (toluene), CN(C=O)C (N,N-dimethylformamide). Reaction conditions: temperature 80 celsius. Product: C(C)(C)N(CCN1C(=O)C(=O)C2=CC=CC=C12)C(C)C (1-(2-diisopropylaminoethyl)isatin). As a reaction SMILES: [NH:1]1[C:11]2[C:6](=[CH:7][CH:8]=[CH:9][CH:10]=2)[C:4](=[O:5])[C:2]1=[O:3].Cl.[CH:13]([N:16]([CH:20]([CH3:22])[CH3:21])[CH2:17][CH2:18]Cl)([CH3:15])[CH3:14].[H-].[Na+]>C1(C)C=CC=CC=1.CN(C)C=O>[CH:13]([N:16]([CH:20]([CH3:22])[CH3:21])[CH2:17][CH2:18][N:1]1[C:11]2[C:6](=[CH:7][CH:8]=[CH:9][CH:10]=2)[C:4](=[O:5])[C:2]1=[O:3])([CH3:15])[CH3:14] |f:1.2,3.4|. Procedure details: 2.94 Grams of isatin and 4.00 g of 2-diisopropylaminoethyl chloride hydrochloride were suspended in a mixture of 50 ml of dry toluene and 10 ml of dry N,N-dimethylformamide, and 1.60 g of sodium hydride (60% dispersion in mineral oil) was added to the suspension with stirring under ice-cooling. The mixture was stirred for 30 minutes at room temperature, and then heated at 80° C. for 19 hours. The reaction mixture was concentrated under reduced pressure, and water was added to the residue. The mi... The reactants are C(C)C1=NN(C2=CC=CC(=C12)NC(=O)C1=CN=C2N1C=CC(=C2)O[C@H]2CNC[C@@H]2O)CC2=NC(=CC=C2)C (N-(3-ethyl-1-((6-methylpyridin-2-yl)methyl)-1H-indazol-4-yl)-7-((3S,4S)-4-hydroxypyrrolidin-3-yloxy)imidazo[1,2-a]pyridine-3-carboxamide), [BH-](OC(=O)C)(OC(=O)C)OC(=O)C.[Na+] (NaBH(OAc)3), C=O (HCHO), aqueous solution, CO.C(Cl)Cl (MeOH DCM). Run at time 30 minute. Product: C(Cl)Cl.CO.[NH4+].[OH-] (DCM MeOH NH4OH), C(C)C1=NN(C2=CC=CC(=C12)NC(=O)C1=CN=C2N1C=CC(=C2)O[C@H]2CN(C[C@@H]2O)C)CC2=NC(=CC=C2)C (N-(3-ethyl-1-((6-methylpyridin-2-yl)-methyl)-1H-indazol-4-yl)-7-((3S,4S)-4-hydroxy-1-methylpyrrolidin-3-yloxy)imidazo[1,2-a]pyridine-3-carboxamide). As a reaction SMILES: [CH2:1]([C:3]1[C:11]2[C:6](=[CH:7][CH:8]=[CH:9][C:10]=2[NH:12][C:13]([C:15]2[N:19]3[CH:20]=[CH:21][C:22]([O:24][C@@H:25]4[C@@H:29]([OH:30])[CH2:28][NH:27][CH2:26]4)=[CH:23][C:18]3=[N:17][CH:16]=2)=[O:14])[N:5]([CH2:31][C:32]2[CH:37]=[CH:36][CH:35]=[C:34]([CH3:38])[N:33]=2)[N:4]=1)[CH3:2].[BH-](OC(C)=O)(OC(C)=O)[O:40][C:41](C)=O.[Na+].C=O.CO.[CH2:57]([Cl:59])[Cl:58]>>[CH2:57]([Cl:59])[Cl:58].[CH3:13][OH:14].[NH4+:4].[OH-:40].[CH2:1]([C:3]1[C:11]2[C:6](=[CH:7][CH:8]=[CH:9][C:10]=2[NH:12][C:13]([C:15]2[N:19]3[CH:20]=[CH:21][C:22]([O:24][C@@H:25]4[C@@H:29]([OH:30])[CH2:28][N:27]([CH3:41])[CH2:26]4)=[CH:23][C:18]3=[N:17][CH:16]=2)=[O:14])[N:5]([CH2:31][C:32]2[CH:37]=[CH:36][CH:35]=[C:34]([CH3:38])[N:33]=2)[N:4]=1)[CH3:2] |f:1.2,4.5,6.7.8.9|. Procedure: To N-(3-ethyl-1-((6-methylpyridin-2-yl)methyl)-1H-indazol-4-yl)-7-((3S,4S)-4-hydroxypyrrolidin-3-yloxy)imidazo[1,2-a]pyridine-3-carboxamide (11 mg, 0.022 mmol; prepared as in Example 32) in MeOH/DCM (1 mL/0.5 mL) was added NaBH(OAc)3 (23 mg, 0.11 mmol) and HCHO (as a 35% aqueous solution) (6.5 mg, 0.22 mmol). The reaction mixture was stirred for 30 minutes and then concentrated under reduced pressure. Silica gel chromatography (DCM/MeOH/NH4OH 10:1:0.1) provided the final product (3 mg). MS (ES+A... Starting materials: CC(C)(C)[Si](C)(C)OC(CCCC(=O)N1C(=O)OCC1c1ccccc1)c1ccccc1, COc1ccc(C=Nc2ccc([N+](=O)[O-])cc2)cc1, C[Si](C)(C)Cl, CC(=O)O, CCN(C(C)C)C(C)C. Product: COc1ccc(C(Nc2ccc([N+](=O)[O-])cc2)C(CCC(O[Si](C)(C)C(C)(C)C)c2ccccc2)C(=O)N2C(=O)OCC2c2ccccc2)cc1. RXN SMILES: [C:1]([CH3:2])([CH3:3])([CH3:4])[Si:5]([O:6][CH:7]([CH2:8][CH2:9][CH2:10][C:11](=[O:12])[N:13]1[C:14](=[O:24])[O:15][CH2:16][CH:17]1[c:18]1[cH:19][cH:20][cH:21][cH:22][cH:23]1)[c:25]1[cH:26][cH:27][cH:28][cH:29][cH:30]1)([CH3:31])[CH3:32].[CH3:33][O:34][c:35]1[cH:36][cH:37][c:38]([CH:39]=[N:40][c:41]2[cH:42][cH:43][c:44]([N+:47](=[O:48])[O-:49])[cH:45][cH:46]2)[cH:50][cH:51]1.[CH3:61][Si:62]([Cl:63])([CH3:64])[CH3:65].[CH3:66][C:67](=[O:68])[OH:69].[CH:52]([N:53]([CH:54]([CH3:55])[CH3:56])[CH2:57][CH3:58])([CH3:59])[CH3:60]>>[C:1]([CH3:2])([CH3:3])([CH3:4])[Si:5]([O:6][CH:7]([CH2:8][CH2:9][CH:10]([C:11](=[O:12])[N:13]1[C:14](=[O:24])[O:15][CH2:16][CH:17]1[c:18]1[cH:19][cH:20][cH:21][cH:22][cH:23]1)[CH:39]([c:38]1[cH:37][cH:36][c:35]([O:34][CH3:33])[cH:51][cH:50]1)[NH:40][c:41]1[cH:42][cH:43][c:44]([N+:47](=[O:48])[O-:49])[cH:45][cH:46]1)[c:25]1[cH:26][cH:27][cH:28][cH:29][cH:30]1)([CH3:31])[CH3:32]. Reactants: S(=O)([O-])S(=O)[O-].[Na+].[Na+] (sodium hydrosulfite), [N+](=O)([O-])C=1C=NC2=CC=CC=C2C1NCCCCCC(=O)OCC (Ethyl 6-(3-nitroquinolin-4-ylamino)hexanoate), S(=O)([O-])S(=O)[O-].[Na+].[Na+] (sodium hydrosulfite), C([O-])([O-])=O.[K+].[K+] (potassium carbonate). The reagents and catalysts are CC[N+]1=CC=C(C=C1)C2=CC=[N+](C=C2)CC.[Br-].[Br-] (ethyl viologen dibromide). Conditions: time 8 hour. Yields the product NC=1C=NC2=CC=CC=C2C1NCCCCCC(=O)OCC (ethyl 6-(3-aminoquinolin-4-ylamino)hexanoate). Yield: 97.4%. RXN SMILES: [N+:1]([C:4]1[CH:5]=[N:6][C:7]2[C:12]([C:13]=1[NH:14][CH2:15][CH2:16][CH2:17][CH2:18][CH2:19][C:20]([O:22][CH2:23][CH3:24])=[O:21])=[CH:11][CH:10]=[CH:9][CH:8]=2)([O-])=O.S(S([O-])=O)([O-])=O.[Na+].[Na+].C(=O)([O-])[O-].[K+].[K+]>CC[N+]1C=CC(C2C=C[N+](CC)=CC=2)=CC=1.[Br-].[Br-]>[NH2:1][C:4]1[CH:5]=[N:6][C:7]2[C:12]([C:13]=1[NH:14][CH2:15][CH2:16][CH2:17][CH2:18][CH2:19][C:20]([O:22][CH2:23][CH3:24])=[O:21])=[CH:11][CH:10]=[CH:9][CH:8]=2 |f:1.2.3,4.5.6,7.8.9|. Procedure details: Ethyl 6-(3-nitroquinolin-4-ylamino)hexanoate (27.1 g, 81.8 mmol, prepared as described in Parts A and B of Example 6) was treated with sodium hydrosulfite (49.8 g, 286 mmol), potassium carbonate (44.6 g, 323 mmol), and ethyl viologen dibromide (0.306 g, 0.818 mmol) according to a modification of the method described in Part A of Example 8. After the reaction was stirred overnight, additional sodium hydrosulfite (5.0 g, 29 mmol) was added, and the reaction was stirred for one additional hour. The... The reactants are COC1CC=2C=CC(=CC2CC1)COC1=CC=C(C=C1)[C@H](CC(=O)OC)C1=NN=CN1C ((3S)-Methyl 3-(4-((6-methoxy-5,6,7,8-tetrahydronaphthalen-2-yl)methoxy)phenyl)-3-(4-methyl-4H-1,2,4-triazol-3-yl)propanoate), [OH-].[Na+] (NaOH), Cl (HCl). The solvent is C1CCOC1.CO (THF MeOH). Reaction conditions: time 8 hour. Yields the product COC1CC=2C=CC(=CC2CC1)COC1=CC=C(C=C1)[C@H](CC(=O)O)C1=NN=CN1C ((3S)-3-(4-((6-Methoxy-5,6,7,8-tetrahydronaphthalen-2-yl)methoxy)phenyl)-3-(4-methyl-4H-1,2,4-triazol-3-yl)propanoic acid). As a reaction SMILES: [CH3:1][O:2][CH:3]1[CH2:12][CH2:11][C:10]2[CH:9]=[C:8]([CH2:13][O:14][C:15]3[CH:20]=[CH:19][C:18]([C@@H:21]([C:27]4[N:31]([CH3:32])[CH:30]=[N:29][N:28]=4)[CH2:22][C:23]([O:25]C)=[O:24])=[CH:17][CH:16]=3)[CH:7]=[CH:6][C:5]=2[CH2:4]1.[OH-].[Na+].Cl>C1COCC1.CO>[CH3:1][O:2][CH:3]1[CH2:12][CH2:11][C:10]2[CH:9]=[C:8]([CH2:13][O:14][C:15]3[CH:20]=[CH:19][C:18]([C@@H:21]([C:27]4[N:31]([CH3:32])[CH:30]=[N:29][N:28]=4)[CH2:22][C:23]([OH:25])=[O:24])=[CH:17][CH:16]=3)[CH:7]=[CH:6][C:5]=2[CH2:4]1 |f:1.2,4.5|. Procedure: A solution of 45.4 in THF/MeOH (1:1, 2 mL), is treated with 2N NaOH aqueous solution (1 mL) and stirred for overnight at room temperature. The reaction mixture is acidified with aqueous 2N HCl and extracted with EtOAc to obtain 45, which is purified by preparative HPLC, eluting with 5-95% ACN in water containing 0.1% TFA. The reactants are ClC1=C(C=C(C=C1)[N+](=O)[O-])S(=O)(=O)[O-].[Na+] (sodium 2-chloro-5-nitrobenzenesulfonate), [Na] (sodium), [H-].[Na+] (sodium hydride), liquid, paraffin, CCOCCO (ethyl cellosolve). Conditions: time 30 minute. Product: C(C)OCCOC1=C(C=C(C=C1)[N+](=O)[O-])S(=O)(=O)[O-].[Na+] (Sodium 2-(2-Ethoxyethoxy)-5-Nitrobenzenesulfonate). As a reaction SMILES: Cl[C:2]1[CH:7]=[CH:6][C:5]([N+:8]([O-:10])=[O:9])=[CH:4][C:3]=1[S:11]([O-:14])(=[O:13])=[O:12].[Na+:15].[Na].[H-].[Na+].[CH3:19][CH2:20][O:21][CH2:22][CH2:23][OH:24]>>[CH2:20]([O:21][CH2:22][CH2:23][O:24][C:2]1[CH:7]=[CH:6][C:5]([N+:8]([O-:10])=[O:9])=[CH:4][C:3]=1[S:11]([O-:14])(=[O:13])=[O:12])[CH3:19].[Na+:15] |f:0.1,3.4,6.7,^1:15|. Procedure details: 55 g of sodium 2-chloro-5-nitrobenzenesulfonate was added to a sodium 2-ethoxyethylate solution prepared by adding 7.3 g of sodium hydride (14.6 g in the form of a 50% liquid paraffin suspension) to 300 ml of ethyl cellosolve. This reaction mixture was stirred for 30 minutes while maintaining the temperature at 80° to 85° C. After completion of the reaction, insolubles were filtered off, and 150 ml of ethyl cellosolve was distilled out of the filtrate. 300 ml of isopropyl alcohol was added to th... Starting materials: O1C(=CC=C1)C=1OC(=C(N1)/C=C/C1=CC=C(C=C1)/C=C/C=C/C(=O)OCC)C (Ethyl (E,E,E)-5-[4-[2-[2-(2-furyl)-5-methyl-4-oxazolyl]vinyl]phenyl]2,4-pentadienoate), [H-].C(C(C)C)[Al+]CC(C)C (diisobutylaluminum hydride). The product is O1C(=CC=C1)C=1OC(=C(N1)/C=C/C1=CC=C(C=C1)/C=C/C=C/CO)C ((E,E,E)-5-[4-[2-[2-(2-furyl)-5-methyl-4-oxazolyl]vinyl]phenyl]-2,4-pentadien-1-ol). RXN SMILES: [O:1]1[CH:5]=[CH:4][CH:3]=[C:2]1[C:6]1[O:7][C:8]([CH3:28])=[C:9](/[CH:11]=[CH:12]/[C:13]2[CH:18]=[CH:17][C:16](/[CH:19]=[CH:20]/[CH:21]=[CH:22]/[C:23](OCC)=[O:24])=[CH:15][CH:14]=2)[N:10]=1.[H-].C([Al+]CC(C)C)C(C)C>>[O:1]1[CH:5]=[CH:4][CH:3]=[C:2]1[C:6]1[O:7][C:8]([CH3:28])=[C:9](/[CH:11]=[CH:12]/[C:13]2[CH:14]=[CH:15][C:16](/[CH:19]=[CH:20]/[CH:21]=[CH:22]/[CH2:23][OH:24])=[CH:17][CH:18]=2)[N:10]=1 |f:1.2|. Reported procedure: Ethyl (E,E,E)-5-[4-[2-[2-(2-furyl)-5-methyl-4-oxazolyl]vinyl]phenyl]2,4-pentadienoate was reduced with diisobutylaluminum hydride in the same manner as in Reference Example 22 to yield (E,E,E)-5-[4-[2-[2-(2-furyl)-5-methyl-4-oxazolyl]vinyl]phenyl]-2,4-pentadien-1-ol, which was then recrystallized from ethyl acetate to yield colorless needles having a melting point of198°-199° C. Starting materials: CC(C)(C)O, Clc1cncc(Cl)n1, [H-], [Na+], NC(=NCC(F)(F)F)Nc1ccn(CCCCO)n1. The product is NC(=NCC(F)(F)F)Nc1ccn(CCCCOc2cncc(Cl)n2)n1. RXN SMILES: [C:30]([OH:31])([CH3:32])([CH3:33])[CH3:34].[Cl:22][c:23]1[n:24][c:25]([Cl:29])[cH:26][n:27][cH:28]1.[H-:1].[Na+:2].[OH:3][CH2:4][CH2:5][CH2:6][CH2:7][n:8]1[n:9][c:10]([NH:13][C:14](=[N:15][CH2:16][C:17]([F:18])([F:19])[F:20])[NH2:21])[cH:11][cH:12]1>>[O:3]([CH2:4][CH2:5][CH2:6][CH2:7][n:8]1[n:9][c:10]([NH:13][C:14](=[N:15][CH2:16][C:17]([F:18])([F:19])[F:20])[NH2:21])[cH:11][cH:12]1)[c:25]1[n:24][c:23]([Cl:22])[cH:28][n:27][cH:26]1.